This data is from the Open Reaction Database (ORD), a public repository of structured organic reaction records. The task is: describe an organic reaction: reactants, conditions, products, and yield Starting materials: C1[C@@H](CC[C@H](C1)C(=O)O)CN (tranexamic acid), C(CC)(=O)OC(CC)OC(=O)ON1C(CCC1=O)=O (1-[(2,5-dioxopyrrolidinyl)oxycarbonyloxy]propyl propanoate). The solvent is CC(C)(C)OC.CC(=O)C.O (MTBE acetone water). Yields the product C(CC)(=O)OC(CC)OC(=O)NC[C@@H]1CC[C@H](CC1)C(=O)O (trans-4-{[1-(Propanoyloxy)propoxycarbonyl]aminomethyl}-Cyclohexanecarboxylic Acid). The yield is 53.3%. As a reaction SMILES: [CH2:1]1[CH2:6][C@H:5]([C:7]([OH:9])=[O:8])[CH2:4][CH2:3][C@H:2]1[CH2:10][NH2:11].[C:12]([O:16][CH:17]([O:20][C:21](ON1C(=O)CCC1=O)=[O:22])[CH2:18][CH3:19])(=[O:15])[CH2:13][CH3:14]>CC(OC)(C)C.CC(C)=O.O>[C:12]([O:16][CH:17]([O:20][C:21]([NH:11][CH2:10][C@H:2]1[CH2:3][CH2:4][C@H:5]([C:7]([OH:9])=[O:8])[CH2:6][CH2:1]1)=[O:22])[CH2:18][CH3:19])(=[O:15])[CH2:13][CH3:14] |f:2.3.4|. Reported procedure: Following the general nucleophilic carbamoylation procedure, tranexamic acid (472 mg, 3.0 mmol) and 1-[(2,5-dioxopyrrolidinyl)oxycarbonyloxy]propyl propanoate (281 mg, 1.03 mmol) were reacted in the MTBE/acetone/water mixture (16 mL) to yield the title compound 28 (173 mg, 53% yield) as a white powder after work-up and mass-guided preparative HPLC purification. 1H NMR (400 MHz, DMSO-d6): δ=0.82-0.94 (br. m, 5H), 1.01 (t, J=7.2 Hz, 3H), 1.17-1.37 (br. m, 3H), 1.64-1.75 (m, 4H), 1.83-1.91 (br. m, ... Reactants: ICCCCCI (1,5-diiodopentane), BrCCCCN1CSCC1=O (3-(4-bromobutyl)-4-thiazolidinone), C[Si](C)(C)[N-][Si](C)(C)C.[Li+] (lithium bis(trimethylsilyl)amide). The solvent is C1CCOC1 (THF), hexanes. Run at temperature -65 celsius, time 30 minute. Yields the product BrCCCCN1CSC2(CC1=O)CCCC2 (3-(4-Bromobutyl)-1-thia-3-azaspiro[5.4]decan-4-one). Isolated yield 63.8%. As a reaction SMILES: [Br:1][CH2:2][CH2:3][CH2:4][CH2:5][N:6]1[C:10](=[O:11])[CH2:9][S:8][CH2:7]1.I[CH2:13][CH2:14][CH2:15][CH2:16][CH2:17]I.C[Si]([N-][Si](C)(C)C)(C)C.[Li+]>C1COCC1>[Br:1][CH2:2][CH2:3][CH2:4][CH2:5][N:6]1[C:10](=[O:11])[CH2:9][C:13]2([CH2:17][CH2:16][CH2:15][CH2:14]2)[S:8][CH2:7]1 |f:2.3|. Procedure details: To a solution of 3-(4-bromobutyl)-4-thiazolidinone (25 g) in THF (350 ml) cooled to -60° C. was added 1,5-diiodopentane (100 g), and the resultant slurry was cooled to -65° C. A solution of lithium bis(trimethylsilyl)amide (0.220 mole) in hexanes (220 ml) was added dropwise, during which the internal temperature was maintained at or below -55° C. The addition was complete within 30 minutes. The mixture was stirred for additional 15 minutes at the same temperature and thereafter warmed to 0° C. w... Starting materials: C(C)(C)(C)[Li] (tert-Butyllithium), CCCCC (pentane), O1CCCC1 (tetrahydrofuran), C(C1=CC=CC=C1)OC1=CC=C2C=C(CCC2=C1)Br (7-Benzyloxy-3-bromo-1,2-dihydro-naphthalene), C1(=CC=CC=C1)C (toluene), B(OC(C)C)(OC(C)C)OC(C)C (Triisopropyl borate). Reaction conditions: time 10 minute. The product is crude intermediate, C(C1=CC=CC=C1)OC=1C=C2CCC(=CC2=CC1)B(O)O (6-(benzyloxy)-3,4-dihydronaphthalen-2-ylboronic acid). Reaction SMILES: [CH2:1]([O:8][C:9]1[CH:18]=[C:17]2[C:12]([CH:13]=[C:14](Br)[CH2:15][CH2:16]2)=[CH:11][CH:10]=1)[C:2]1[CH:7]=[CH:6][CH:5]=[CH:4][CH:3]=1.C1(C)C=CC=CC=1.O1CCCC1.C([Li])(C)(C)C.CCCCC.[B:42](OC(C)C)([O:47]C(C)C)[O:43]C(C)C>>[CH2:1]([O:8][C:9]1[CH:18]=[C:17]2[C:12](=[CH:11][CH:10]=1)[CH:13]=[C:14]([B:42]([OH:47])[OH:43])[CH2:15][CH2:16]2)[C:2]1[CH:7]=[CH:6][CH:5]=[CH:4][CH:3]=1. Reported procedure: 7-Benzyloxy-3-bromo-1,2-dihydro-naphthalene (21.75 g, 0.06900 mol) was azeotroped with toluene (100 mL, 0.9 mol) and dried on the high vacuum for 30 min. This was dissolved in tetrahydrofuran (200 mL, 2 mol), cooled with a dry ice-isopropanol bath under an atmosphere of nitrogen. 1.70 M tert-Butyllithium in pentane (89.3 mL, 0.152 mol) was added slowly, stirred for 10 min. Triisopropyl borate (79.1 mL, 0.345 mol) was added and the mixture was stirred for 1 hour with cooling then brought to r.t. ... Starting materials: CC(CC(=O)O)(CC(C)=O)C (3,3-dimethyl-5-oxo-hexanoic acid), O=C1C=C(CC(C)(C)C1)C (isophorone), O=[O+][O-] (ozone). Reported procedure: The process of the invention converts isophorone into an ozone-addition product, which is then converted into 3,3-dimethyl-5-oxo-hexanoic acid. From the latter, 3,3-dimethylglutaric acid is produced by means of hydrogen peroxide treatment. RXN SMILES: [O:1]=C1CC(C)(C)CC(C)=C1.[O:11]=[O+:12][O-].[CH3:14][C:15]([CH3:24])([CH2:20][C:21](=[O:23])C)[CH2:16][C:17]([OH:19])=[O:18]>>[CH3:24][C:15]([CH3:14])([CH2:16][C:17]([OH:19])=[O:18])[CH2:20][C:21]([OH:23])=[O:1].[OH:11][OH:12]. Product: CC(CC(=O)O)(CC(=O)O)C (3,3-dimethylglutaric acid), OO (hydrogen peroxide). The reactants are N[C@@H](CC1=CC=C(C=C1)O)C(=O)N[C@@H](C(C)C)C(=O)N[C@@H](C)C(=O)OC (methyl L-tyrosyl-L-valyl-L-alaninate), [N+](=O)([O-])C1=CC=C(C=C1)CC(=O)[O-] (p-nitro-phenyl-acetate). The solvent is CN(C=O)C (dimethylformamide). Run at time 8 hour. Yields the product C(C)(=O)N[C@@H](CC1=CC=C(C=C1)O)C(=O)N[C@@H](C(C)C)C(=O)N[C@@H](C)C(=O)OC (Methyl Acetyl-L-tyrosyl-L-valyl-L-alaninate). As a reaction SMILES: [NH2:1][C@H:2]([C:11]([NH:13][C@H:14]([C:18]([NH:20][C@H:21]([C:23]([O:25][CH3:26])=[O:24])[CH3:22])=[O:19])[CH:15]([CH3:17])[CH3:16])=[O:12])[CH2:3][C:4]1[CH:9]=[CH:8][C:7]([OH:10])=[CH:6][CH:5]=1.[N+](C1C=CC([CH2:36][C:37]([O-])=[O:38])=CC=1)([O-])=O>CN(C)C=O>[C:37]([NH:1][C@H:2]([C:11]([NH:13][C@H:14]([C:18]([NH:20][C@H:21]([C:23]([O:25][CH3:26])=[O:24])[CH3:22])=[O:19])[CH:15]([CH3:16])[CH3:17])=[O:12])[CH2:3][C:4]1[CH:9]=[CH:8][C:7]([OH:10])=[CH:6][CH:5]=1)(=[O:38])[CH3:36]. Procedure details: 0.73 g (2.0 mmol) of methyl L-tyrosyl-L-valyl-L-alaninate (Example 1, Step A3) is dissolved in 5 ml of dimethylformamide, then 0.4 g (2.2 mmol) of p-nitro-phenyl-acetate is added. The reaction mixture is stirred at room temperature overnight then is evaporated at a pressure of 2.0-2.5 kPa. The residue is dissolved in 15 ml of ethyl acetate, the solution is washed with 3×5 ml of water, 5 ml of 1 M KHSO4 and 3×5 ml of water, then dried over anhydrous sodium sulfate and evaporated at a pressure of ... The reactants are C(C)N1C(C=C(C2=CC=C(C=C12)OC)CS(=O)(=O)O)(C)C ((1-ethyl-7-methoxy-2,2-dimethyl-1,2-dihydroquinol-4-yl)-methanesulfonic acid), CN1C(CC(C2=CC=C(C=C12)OC)CS(=O)(=O)O)(C)C ((1-methyl-7-methoxy-2,2-dimethyl-1,2,3,4-tetrahydroquinol-4-yl)-methanesulfonic acid), P(Cl)(Cl)(Cl)(Cl)Cl (phosphorus pentachloride). Run at time 18 hour. Yields the product CN1C(CC(C2=CC=C(C=C12)OC)CS(=O)(=O)Cl)(C)C ((1-Methyl-7-methoxy-2,2-dimethyl-1,2,3,4-tetrahydroquinol-4-yl)-methane-sulfonic acid chloride). Isolated yield 78.0%. Reaction SMILES: [CH2:1]([N:3]1[C:12]2[C:7](=[CH:8][CH:9]=[C:10]([O:13][CH3:14])[CH:11]=2)[C:6]([CH2:15][S:16](O)(=[O:18])=[O:17])=[CH:5][C:4]1([CH3:21])[CH3:20])C.CN1C2C(=CC=C(OC)C=2)C(CS(O)(=O)=O)CC1(C)C.P(Cl)(Cl)(Cl)(Cl)[Cl:43]>>[CH3:1][N:3]1[C:12]2[C:7](=[CH:8][CH:9]=[C:10]([O:13][CH3:14])[CH:11]=2)[CH:6]([CH2:15][S:16]([Cl:43])(=[O:18])=[O:17])[CH2:5][C:4]1([CH3:21])[CH3:20]. Procedure: (1-Methyl-7-methoxy-2,2-dimethyl-1,2,3,4-tetrahydroquinol-4-yl)-methane-sulfonic acid chloride (19) is prepared similarly to compound (16) using compound (3) and phosphorus pentachloride except that it is stirred for 18 hours at room temperature. Reactants: C(C1=CC=CC=C1)ON1[C@@H]2CC[C@H](N(C1=O)C2)C(=O)NOC2CN(N(C2)C(=O)OC(C)(C)C)C(=O)OC(C)(C)C (di-tert-butyl 4-[({[(2S,5R)-6-(benzyloxy)-7-oxo-1,6-diazabicyclo[3.2.1]oct-2-yl]carbonyl}amino)oxy]pyrazolidine-1,2-dicarboxylate). Reagents/catalysts: [Pd] (Pd/C). Run in CO (methanol). Reaction conditions: time 3 hour. Product: ON1[C@@H]2CC[C@H](N(C1=O)C2)C(=O)NOC2CN(N(C2)C(=O)OC(C)(C)C)C(=O)OC(C)(C)C (di-tert-butyl 4-[({[(2S,5R)-6-hydroxy-7-oxo-1,6-diazabicyclo[3.2.1]oct-2-yl]carbonyl}amino)oxy]pyrazolidine-1,2-dicarboxylate). Isolated yield 103.4%. Reaction SMILES: C([O:8][N:9]1[C:15](=[O:16])[N:14]2[CH2:17][C@H:10]1[CH2:11][CH2:12][C@H:13]2[C:18]([NH:20][O:21][CH:22]1[CH2:26][N:25]([C:27]([O:29][C:30]([CH3:33])([CH3:32])[CH3:31])=[O:28])[N:24]([C:34]([O:36][C:37]([CH3:40])([CH3:39])[CH3:38])=[O:35])[CH2:23]1)=[O:19])C1C=CC=CC=1>CO.[Pd]>[OH:8][N:9]1[C:15](=[O:16])[N:14]2[CH2:17][C@H:10]1[CH2:11][CH2:12][C@H:13]2[C:18]([NH:20][O:21][CH:22]1[CH2:26][N:25]([C:27]([O:29][C:30]([CH3:32])([CH3:33])[CH3:31])=[O:28])[N:24]([C:34]([O:36][C:37]([CH3:40])([CH3:39])[CH3:38])=[O:35])[CH2:23]1)=[O:19]. Procedure details: A mixture of di-tert-butyl 4-[({[(2S,5R)-6-(benzyloxy)-7-oxo-1,6-diazabicyclo[3.2.1]oct-2-yl]carbonyl}amino)oxy]pyrazolidine-1,2-dicarboxylate 144 (0.43 g, 0.80 mmol) and Pd/C (0.14 g) in methanol (15 mL) was hydrogenated at 1 atm at room temperature for 3 h. The mixture was filtered through Celite pad and concentrated to give 145 (0.39 g, quant.) as a light brown foam. Reactants: C(C)(=O)C1=CC=C(C=2N=C(SC21)NC(O)=O)OC ((7-acetyl-4-methoxy-benzothiazol-2-yl)-carbamic acid), [BH4-].[Na+] (NaBH4). Solvent: O (water), C(C)O (ethanol). Run at temperature 40 celsius, time 24 hour. Product: OC(C)C1=CC=C(C=2N=C(SC21)NC(O)=O)OC (Rac-[7-(1 -Hydroxy-ethyl)-4-methoxy-benzothiazol-2-yl]-carbamic acid), solid. Yield: 38.0%. RXN SMILES: [C:1]([C:4]1[C:12]2[S:11][C:10]([NH:13][C:14](=[O:16])[OH:15])=[N:9][C:8]=2[C:7]([O:17][CH3:18])=[CH:6][CH:5]=1)(=[O:3])[CH3:2].[BH4-].[Na+]>C(O)C.O>[OH:3][CH:1]([C:4]1[C:12]2[S:11][C:10]([NH:13][C:14](=[O:15])[OH:16])=[N:9][C:8]=2[C:7]([O:17][CH3:18])=[CH:6][CH:5]=1)[CH3:2] |f:1.2|. Reported procedure: 0.05 g of (7-acetyl-4-methoxy-benzothiazol-2-yl)-carbamic acid methyll ester (0.00018 Mol) were dissolved in ethanol (30 ml) and 0.028 g of NaBH4 (0.00072 Mol) were added. After stirring at 40° C. for 24 hrs. the reaction mixture was diluted with water, extracted with CH2Cl2, the organic phase washed with brine and dried over MgSO4. After chromatography on silicagel with CH2Cl2/MeOH 97:3 the title compound was obtained as a white solid (38%); F.p.: 179° C. (dec.). Starting materials: C([O-])(O)=O.[Na+] (sodium bicarbonate), N1=CC=C(C=C1)CCCCCO (5-(4-pyridinyl)-1-pentanol), S(=O)(Cl)Cl (thionyl chloride). Solvent: C(Cl)(Cl)Cl (chloroform), C(Cl)(Cl)Cl (chloroform). Yields the product N1=CC=C(C=C1)CCCCCCl (5-(4-pyridinyl)-1-pentylchloride). The yield is 93.4%. Reaction SMILES: [N:1]1[CH:6]=[CH:5][C:4]([CH2:7][CH2:8][CH2:9][CH2:10][CH2:11]O)=[CH:3][CH:2]=1.S(Cl)([Cl:15])=O.C(=O)(O)[O-].[Na+]>C(Cl)(Cl)Cl>[N:1]1[CH:6]=[CH:5][C:4]([CH2:7][CH2:8][CH2:9][CH2:10][CH2:11][Cl:15])=[CH:3][CH:2]=1 |f:2.3|. Procedure: A solution of 5-(4-pyridinyl)-1-pentanol (3.7 g, 0.0225 mol) in 50 mL of chloroform is treated with thionyl chloride (5.4 g, 0.0449 mol) in 25 mL of chloroform. The resulting solution is neutralized with a saturated solution of sodium bicarbonate and extracted with chloroform. The organic phase is dried (sodium sulfate) and evaporated in vacuo to give 3.86 g of 5-(4-pyridinyl)-1-pentylchloride as a brown oil.